This data is from the Open Reaction Database (ORD), a public repository of structured organic reaction records. The task is: describe an organic reaction: reactants, conditions, products, and yield The reactants are O=C([O-])[O-], [Cs+], [Cs+], Fc1ccc(CBr)cc1, CN(C)C=O, CCCc1nc2cnc3cc(O)ccc3c2s1. Yields the product CCCc1nc2cnc3cc(OCc4ccc(F)cc4)ccc3c2s1. As a reaction SMILES: [C:18](=[O:19])([O-:20])[O-:21].[Cs+:22].[Cs+:23].[F:24][c:25]1[cH:26][cH:27][c:28]([CH2:29][Br:30])[cH:31][cH:32]1.[O:33]=[CH:34][N:35]([CH3:36])[CH3:37].[OH:1][c:2]1[cH:3][cH:4][c:5]2[c:6]3[c:7]([cH:8][n:9][c:10]2[cH:11]1)[n:12][c:13]([CH2:15][CH2:16][CH3:17])[s:14]3>>[O:1]([c:2]1[cH:3][cH:4][c:5]2[c:6]3[c:7]([cH:8][n:9][c:10]2[cH:11]1)[n:12][c:13]([CH2:15][CH2:16][CH3:17])[s:14]3)[CH2:29][c:28]1[cH:27][cH:26][c:25]([F:24])[cH:32][cH:31]1. Reactants: NC=1C=CC(=C(NC2=NN(C(C2)=O)C2=C(C=C(C=C2Cl)Cl)Cl)C1)Cl (3-(5-amino-2-chloroanilino)-1-(2,4,6-trichlorophenyl)-2-pyrazolin-5-one), ClC(CC(=O)Cl)CCCCCCC (γ-chlorodecanoyl chloride), [OH-].[Na+] (sodium hydroxide). Reagents/catalysts: [Cl-].C(CCC)[N+](CCCC)(CCCC)CCCC (tetrabutylammonium chloride). Solvent: C1(=CC=CC=C1)C (toluene), C(C)#N (acetonitrile), O (water), O (water). Reaction conditions: temperature 60 celsius, time 4 hour. Yields the product ClC1=C(NC2=NN(C(C2)=O)C2=C(C=C(C=C2Cl)Cl)Cl)C=C(C=C1)N1C(CCC1CCCCCC)=O (3-[2-chloro-5-(2-oxo-5-hexyl-pyrrolidin-1-yl)anilino]-1-(2,4,6-trichlorophenyl)-2-pyrazolin-5-one). Yield: 81.0%. RXN SMILES: [NH2:1][C:2]1[CH:3]=[CH:4][C:5]([Cl:24])=[C:6]([CH:23]=1)[NH:7][C:8]1[CH2:12][C:11](=[O:13])[N:10]([C:14]2[C:19]([Cl:20])=[CH:18][C:17]([Cl:21])=[CH:16][C:15]=2[Cl:22])[N:9]=1.Cl[CH:26]([CH2:31][CH2:32][CH2:33][CH2:34][CH2:35][CH2:36][CH3:37])[CH2:27][C:28](Cl)=[O:29].[OH-].[Na+]>C(#N)C.C1(C)C=CC=CC=1.[Cl-].C([N+](CCCC)(CCCC)CCCC)CCC.O>[Cl:24][C:5]1[CH:4]=[CH:3][C:2]([N:1]2[CH:31]([CH2:32][CH2:33][CH2:34][CH2:35][CH2:36][CH3:37])[CH2:26][CH2:27][C:28]2=[O:29])=[CH:23][C:6]=1[NH:7][C:8]1[CH2:12][C:11](=[O:13])[N:10]([C:14]2[C:19]([Cl:20])=[CH:18][C:17]([Cl:21])=[CH:16][C:15]=2[Cl:22])[N:9]=1 |f:2.3,6.7|. Procedure: 26 g of 3-(5-amino-2-chloroanilino)-1-(2,4,6-trichlorophenyl)-2-pyrazolin-5-one was suspended in 200 ml of acetonitrile and to the suspension 15.5 g of γ-chlorodecanoyl chloride described above was added dropwise under refluxing. After refluxing for 1 hour, the reaction mixture was cooled and water was added to the mixture followed by extracting with ethyl acetate. By distilling off the solvent under reduced pressure, the crystalline residue was obtained. The residue was dissolved in 300 ml of t... Conditions: temperature -5 celsius, time 1 hour. Reaction SMILES: [O:1]=[C:2]1[CH2:19][CH2:18][C:5]2([CH2:10][CH2:9][N:8]([C:11]([O:13][C:14]([CH3:17])([CH3:16])[CH3:15])=[O:12])[CH2:7][CH2:6]2)[CH2:4][CH2:3]1.[BH4-].[Na+].C(O)(=O)C>C1COCC1>[OH:1][CH:2]1[CH2:3][CH2:4][C:5]2([CH2:10][CH2:9][N:8]([C:11]([O:13][C:14]([CH3:15])([CH3:16])[CH3:17])=[O:12])[CH2:7][CH2:6]2)[CH2:18][CH2:19]1 |f:1.2|. Solvent: C1CCOC1 (THF). Yields the product OC1CCC2(CCN(CC2)C(=O)OC(C)(C)C)CC1 (tert-Butyl 9-hydroxy-3-azaspiro[5.5]undecane-3-carboxylate). Starting materials: [BH4-].[Na+] (NaBH4), O=C1CCC2(CCN(CC2)C(=O)OC(C)(C)C)CC1 (tert-Butyl 9-oxo-3-azaspiro[5.5]undecane-3-carboxylate), C(C)(=O)O (acetic acid). Procedure details: tert-Butyl 9-oxo-3-azaspiro[5.5]undecane-3-carboxylate (1.5 g) was dissolved in THF (7.5 ml) and cooled to −5° C. NaBH4 (0.212 g) was then added and the mixture was stirred for 1 h at room temperature (TLC monitoring). When the reaction was complete, acetic acid was added to the mixture, and the methanol was then distilled off. The residue was taken up in water (50 ml) and extracted with ethyl acetate (2×50 ml). The combined organic phases were dried (Na2SO4) and concentrated under vacuum. The c... Reactants: ClC1=NC=CC(=N1)C1=CNC2=CC=CC=C12 (3-(2-chloropyrimidin-4-yl)-1H-indole), ClC1=NC=CC(=N1)C1=CNC2=CC=CC=C12 (3-(2-chloropyrimidin-4-yl)-1H-indole), [H-].[Na+] (NaH), CI (CH3I). Run in C1CCOC1 (THF). Conditions: temperature 0 celsius, time 0.5 hour. Product: ClC1=NC=CC(=N1)C1=CN(C2=CC=CC=C12)C (3-(2-Chloropyrimidin-4-yl)-1-methylindole). The yield is 96.3%. RXN SMILES: [H-].[Na+].[Cl:3][C:4]1[N:9]=[C:8]([C:10]2[C:18]3[C:13](=[CH:14][CH:15]=[CH:16][CH:17]=3)[NH:12][CH:11]=2)[CH:7]=[CH:6][N:5]=1.[CH3:19]I>C1COCC1>[Cl:3][C:4]1[N:9]=[C:8]([C:10]2[C:18]3[C:13](=[CH:14][CH:15]=[CH:16][CH:17]=3)[N:12]([CH3:19])[CH:11]=2)[CH:7]=[CH:6][N:5]=1 |f:0.1|. Procedure details: NaH (1.707 g, 42.68 mmol, 40% dispersion in mineral oil) was added in small portions to a cooled (0° C.) mixture of 3-(2-chloropyrimidin-4-yl)-1H-indole (Intermediate 131, 8.168 g, 35.57 mmol) in THF (250 mL). The resulting mixture was stirred at 0° C. for 0.5 h and then CH3I (2.67 mL, 42.68 mmol) was added and the mixture stirred at 0° C. for a further 3 h. The reaction was quenched by the addition of sat. NaHCO3 (25 mL). The mixture was then diluted with EtOAc (100 mL), and the resulting solut... The reactants are C(C)(C)(C)OC(=O)NC1=NC=C(C=N1)C1=NC(=C2N=CN(C2=N1)CCC(=O)O)N1CCOCC1 (3-(2-(2-(Tert-butoxycarbonylamino)pyrimidin-5-yl)-6-morpholino-9H-purin-9-yl)propanoic acid), N1C[C@@H](CC1)O ((R)-pyrrolidin-3-ol). The product is NC1=NC=C(C=N1)C1=NC(=C2N=CN(C2=N1)CCC(=O)N1C[C@@H](CC1)O)N1CCOCC1 ((R)-3-(2-(2-aminopyrimidin-5-yl)-6-morpholino-9H-purin-9-yl)-1-(3-hydroxypyrrolidin-1-yl)propan-1-one). As a reaction SMILES: C(OC([NH:8][C:9]1[N:14]=[CH:13][C:12]([C:15]2[N:23]=[C:22]3[C:18]([N:19]=[CH:20][N:21]3[CH2:24][CH2:25][C:26](O)=[O:27])=[C:17]([N:29]3[CH2:34][CH2:33][O:32][CH2:31][CH2:30]3)[N:16]=2)=[CH:11][N:10]=1)=O)(C)(C)C.[NH:35]1[CH2:39][CH2:38][C@@H:37]([OH:40])[CH2:36]1>>[NH2:8][C:9]1[N:10]=[CH:11][C:12]([C:15]2[N:23]=[C:22]3[C:18]([N:19]=[CH:20][N:21]3[CH2:24][CH2:25][C:26]([N:35]3[CH2:39][CH2:38][C@@H:37]([OH:40])[CH2:36]3)=[O:27])=[C:17]([N:29]3[CH2:34][CH2:33][O:32][CH2:31][CH2:30]3)[N:16]=2)=[CH:13][N:14]=1. Procedure: 3-(2-(2-(Tert-butoxycarbonylamino)pyrimidin-5-yl)-6-morpholino-9H-purin-9-yl)propanoic acid (50 mg) was reacted with (R)-pyrrolidin-3-ol via General Procedure F followed by Boc deprotection via General Procedure E to give 10.9 mg 109 as white solid following reverse phase purification. MS (Q1) 440.2 (M)+ Yield: 67.1%. Procedure details: Synthesized from 6-(2-amino-4,5-dimethoxyphenyl)-5,6,7,8-tetrahydronaphthalen-2-ol according to an analogous synthetic method to Example 36, 6-(2-ethylamino-4,5-dimethoxyphenyl)-5,6,7,8-tetrahydronaphthalen-2-ol (55 mg) and 4-(2-azepan-1-ylethoxy)benzaldehyde (192 mg) were used according to an analogous synthetic method to Example 38 to provide the title compound (63 mg). Starting materials: NC1=C(C=C(C(=C1)OC)OC)C1CC=2C=CC(=CC2CC1)O (6-(2-amino-4,5-dimethoxyphenyl)-5,6,7,8-tetrahydronaphthalen-2-ol), C(C)NC1=C(C=C(C(=C1)OC)OC)C1CC=2C=CC(=CC2CC1)O (6-(2-ethylamino-4,5-dimethoxyphenyl)-5,6,7,8-tetrahydronaphthalen-2-ol), N1(CCCCCC1)CCOC1=CC=C(C=O)C=C1 (4-(2-azepan-1-ylethoxy)benzaldehyde). The product is N1(CCCCCC1)CCOC1=CC=C(CCCNC2=C(C=C(C(=C2)OC)OC)C2CC=3C=CC(=CC3CC2)O)C=C1 (6-{2-{[4-(2-Azepan-1-ylethoxy)benzyl]ethylamino}-4,5-dimethoxyphenyl}-5,6,7,8-tetrahydronaphthalen-2-ol). As a reaction SMILES: NC1C=C(OC)C(OC)=CC=1C1CCC2C=C(O)C=CC=2C1.[CH2:23]([NH:25][C:26]1[CH:31]=[C:30]([O:32][CH3:33])[C:29]([O:34][CH3:35])=[CH:28][C:27]=1[CH:36]1[CH2:45][CH2:44][C:43]2[CH:42]=[C:41]([OH:46])[CH:40]=[CH:39][C:38]=2[CH2:37]1)[CH3:24].[N:47]1([CH2:54][CH2:55][O:56][C:57]2[CH:64]=[CH:63][C:60]([CH:61]=O)=[CH:59][CH:58]=2)[CH2:53][CH2:52][CH2:51][CH2:50][CH2:49][CH2:48]1>>[N:47]1([CH2:54][CH2:55][O:56][C:57]2[CH:64]=[CH:63][C:60]([CH2:61][CH2:24][CH2:23][NH:25][C:26]3[CH:31]=[C:30]([O:32][CH3:33])[C:29]([O:34][CH3:35])=[CH:28][C:27]=3[CH:36]3[CH2:45][CH2:44][C:43]4[CH:42]=[C:41]([OH:46])[CH:40]=[CH:39][C:38]=4[CH2:37]3)=[CH:59][CH:58]=2)[CH2:53][CH2:52][CH2:51][CH2:50][CH2:49][CH2:48]1. Starting materials: C(C)(C)(CC)C1=CC=C(C=C1)O (p-tert-amylphenol), C1(=CC=CC=C1)O (phenol), C=O (paraformaldehyde), C(C(=O)O)(=O)O (oxalic acid). Run at temperature 160 celsius. Yields the product C(C)(C)(CC)C1=CC=C(C=C1)O.C1(=CC=CC=C1)O.C=O (p-tert-amylphenol phenol formaldehyde). RXN SMILES: [C:1]([C:6]1[CH:11]=[CH:10][C:9]([OH:12])=[CH:8][CH:7]=1)([CH2:4][CH3:5])([CH3:3])[CH3:2].[C:13]1([OH:19])[CH:18]=[CH:17][CH:16]=[CH:15][CH:14]=1.C=O.C(O)(=O)[C:23](O)=[O:24]>>[C:1]([C:6]1[CH:7]=[CH:8][C:9]([OH:12])=[CH:10][CH:11]=1)([CH2:4][CH3:5])([CH3:2])[CH3:3].[C:13]1([OH:19])[CH:18]=[CH:17][CH:16]=[CH:15][CH:14]=1.[CH2:23]=[O:24] |f:4.5.6|. Procedure: 164 g(1 mole) of p-tert-amylphenol, 64 g (0.68 mmole) of phenol, 47.8 g. (1.27 moles) of 80% paraformaldehyde and 2.11 g of oxalic acid were reacted under water reflux for 6 hours, and then the reaction mixture was heated to 160° C. to deydrate it and complete the reaction. There was obtained a p-tert-amylphenol/phenol/formaldehyde co-condensate having a sotening point of 95° C.